This data is from the Open Reaction Database (ORD), a public repository of structured organic reaction records. The task is: describe an organic reaction: reactants, conditions, products, and yield Procedure details: A solution of the ester (1.29 g, 3.15 mmole) of Step A, is treated dropwise with 1N-LiOH and the mixture is stirred under nitrogen overnight. The solvent is evaporated and the residue is dissolved in water, acidified in the cold with 10% acetic acid (to pH 3) and extracted with ethyl acetate (3×). The extracts are dried (MgSO4) and evaporated to dryness. The residue (1.24 g, quantitative yield) is recrystallized by dissolving it in a relatively large volume of warm ethyl acetate-dichloromethane ... As a reaction SMILES: C[O:2][C:3](=[O:31])[CH2:4][C:5]1[CH:10]=[CH:9][CH:8]=[C:7]([C:11](=[O:30])[C:12]2[CH:17]=[CH:16][C:15]([O:18][CH2:19][C:20]3[CH:29]=[CH:28][C:27]4[C:22](=[CH:23][CH:24]=[CH:25][CH:26]=4)[CH:21]=3)=[CH:14][CH:13]=2)[CH:6]=1.[Li+].[OH-]>>[CH:21]1[C:22]2[C:27](=[CH:26][CH:25]=[CH:24][CH:23]=2)[CH:28]=[CH:29][C:20]=1[CH2:19][O:18][C:15]1[CH:14]=[CH:13][C:12]([C:11]([C:7]2[CH:6]=[C:5]([CH2:4][C:3]([OH:31])=[O:2])[CH:10]=[CH:9][CH:8]=2)=[O:30])=[CH:17][CH:16]=1 |f:1.2|. Starting materials: COC(CC1=CC(=CC=C1)C(C1=CC=C(C=C1)OCC1=CC2=CC=CC=C2C=C1)=O)=O (3-[4-(2-Naphthalenylmethoxy)benzoyl]benzene acetic acid methylester), [Li+].[OH-] (LiOH). Reaction conditions: time 8 hour. The product is C1=C(C=CC2=CC=CC=C12)COC1=CC=C(C(=O)C=2C=C(C=CC2)CC(=O)O)C=C1 (3-[4-(2-Naphthalenylmethoxy)benzoyl]benzene acetic acid). Isolated yield 99.3%. Starting materials: CI (methyl iodide), OCCC1=C(C=CC=C1)S(=O)(=O)NC(C)(C)C (2-(2-hydroxyethyl)-N-(1,1-dimethylethyl)benzenesulfonamide), CC(C)([O-])C.[K+] (potassium t-butoxide). Solvent: O1CCCC1 (tetrahydrofuran), O1CCCC1 (tetrahydrofuran), CCOCC (ether). Run at time 1 hour. The product is COCCC1=C(C=CC=C1)S(=O)(=O)NC(C)(C)C (2-(2-Methoxyethyl)-N-(1,1-dimethylethyl)benzenesulfonamide). Reaction SMILES: [CH3:1]C(C)([O-])C.[K+].[OH:7][CH2:8][CH2:9][C:10]1[CH:15]=[CH:14][CH:13]=[CH:12][C:11]=1[S:16]([NH:19][C:20]([CH3:23])([CH3:22])[CH3:21])(=[O:18])=[O:17].CI>O1CCCC1.CCOCC>[CH3:1][O:7][CH2:8][CH2:9][C:10]1[CH:15]=[CH:14][CH:13]=[CH:12][C:11]=1[S:16]([NH:19][C:20]([CH3:23])([CH3:22])[CH3:21])(=[O:18])=[O:17] |f:0.1|. Procedure details: A suspension of 37.0 g of potassium t-butoxide in 400 ml dry tetrahydrofuran was cooled to 0° and a solution of 39.2 g of the product from Example 1 in 300 ml tetrahydrofuran was added dropwise. After the addition was complete, the reaction mixture was stirred at room temperature for 1 hour. After cooling to 0°, 9.3 ml of methyl iodide was added dropwise and the mixture stirred for 15 minutes at 0°. The solution was diluted with ether, washed with water and dried (Na2SO4). Concentration gave a v... Starting materials: [BH-](OC(=O)C)(OC(=O)C)OC(=O)C.[Na+] (NaBH(OAc)3), FC=1C=C(C=CC1OC1=C2C(=NC=C1)C=C(S2)C2=NC=C(C=C2)C=O)NC(=S)NC(CC2=CC=C(C=C2)F)=O (N-(3-Fluoro-4-(2-(5-formylpyridin-2-yl)thieno[3,2-b]pyridin-7-yloxy)phenylcarbamothioyl)-2-(4-fluorophenyl)acetamide), COCCN (2-methoxyethylamine), CC(=O)O (AcOH). Run in C1CCOC1 (THF). Run at time 1 hour. Yields the product FC=1C=C(C=CC1OC1=C2C(=NC=C1)C=C(S2)C2=NC=C(C=C2)COCCOC)NC(=S)NC(CC2=CC=C(C=C2)F)=O (N-(3-Fluoro-4-(2-(5-((2-methoxyethoxy)methyl)pyridin-2-yl)thieno[3,2-b]pyridin-7-yloxy)phenylcarbamothioyl)-2-(4-fluorophenyl)acetamide). The yield is 46.1%. As a reaction SMILES: [F:1][C:2]1[CH:3]=[C:4]([NH:26][C:27]([NH:29][C:30](=[O:39])[CH2:31][C:32]2[CH:37]=[CH:36][C:35]([F:38])=[CH:34][CH:33]=2)=[S:28])[CH:5]=[CH:6][C:7]=1[O:8][C:9]1[CH:14]=[CH:13][N:12]=[C:11]2[CH:15]=[C:16]([C:18]3[CH:23]=[CH:22][C:21]([CH:24]=[O:25])=[CH:20][N:19]=3)[S:17][C:10]=12.[CH3:40][O:41][CH2:42][CH2:43]N.CC(O)=O.[BH-](OC(C)=O)(OC(C)=O)OC(C)=O.[Na+]>C1COCC1>[F:1][C:2]1[CH:3]=[C:4]([NH:26][C:27]([NH:29][C:30](=[O:39])[CH2:31][C:32]2[CH:33]=[CH:34][C:35]([F:38])=[CH:36][CH:37]=2)=[S:28])[CH:5]=[CH:6][C:7]=1[O:8][C:9]1[CH:14]=[CH:13][N:12]=[C:11]2[CH:15]=[C:16]([C:18]3[CH:23]=[CH:22][C:21]([CH2:24][O:25][CH2:43][CH2:42][O:41][CH3:40])=[CH:20][N:19]=3)[S:17][C:10]=12 |f:3.4|. Reported procedure: To a suspension of aldehyde 33 (17.06 g, 30.04 mmol) and 2-methoxyethylamine (13.25 ml, 152 mmol) in THF (300 ml) in a 1 L round-bottom flask was added AcOH (8.71 ml, 152 mmol)). After 1 h, NaBH(OAc)3 (32.2 g, 152 mmol) was added and the reaction mixture was stirred for 20 h at r.t. and was then quenched with HCl 2M (300 mL) After 1 h, NaOH 2N (350 mL) was added until pH 11 and the mixture was concentrated. The solid was subjected to chromatographic purification through a pad of silica gel, elue... Starting materials: C(C)OC(CC=1N=C(SC1)N)=O ((2-amino-thiazol-4-yl)-acetic acid ethyl ester), COC1=C(C=C(C=C1)C)S(=O)(=O)N1CCCC2=CC=C(C=C12)C(=O)O (1-(2-methoxy-5-methyl-benzenesulfonyl)-1,2,3,4-tetrahydro-quinoline-7-carboxylic acid). Product: C(C)OC(CC=1N=C(SC1)NC(=O)C1=CC=C2CCCN(C2=C1)S(=O)(=O)C1=C(C=CC(=C1)C)OC)=O ((2-{[1-(2-methoxy-5-methyl-benzenesulfonyl)-1,2,3,4-tetrahydro-quinoline-7-carbonyl]-amino}-thiazol-4-yl)-acetic acid ethyl ester). As a reaction SMILES: [CH2:1]([O:3][C:4](=[O:12])[CH2:5][C:6]1[N:7]=[C:8]([NH2:11])[S:9][CH:10]=1)[CH3:2].[CH3:13][O:14][C:15]1[CH:20]=[CH:19][C:18]([CH3:21])=[CH:17][C:16]=1[S:22]([N:25]1[C:34]2[C:29](=[CH:30][CH:31]=[C:32]([C:35](O)=[O:36])[CH:33]=2)[CH2:28][CH2:27][CH2:26]1)(=[O:24])=[O:23]>>[CH2:1]([O:3][C:4](=[O:12])[CH2:5][C:6]1[N:7]=[C:8]([NH:11][C:35]([C:32]2[CH:33]=[C:34]3[C:29]([CH2:28][CH2:27][CH2:26][N:25]3[S:22]([C:16]3[CH:17]=[C:18]([CH3:21])[CH:19]=[CH:20][C:15]=3[O:14][CH3:13])(=[O:24])=[O:23])=[CH:30][CH:31]=2)=[O:36])[S:9][CH:10]=1)[CH3:2]. Reported procedure: 1-(2-Methoxy-5-methyl-benzenesulfonyl)-1,2,3,4-tetrahydro-quinoline-7-carboxylic acid was converted to the title compound in analogy to example 8, steps 3 and 4. Step 3 was performed using (2-amino-thiazol-4-yl)-acetic acid ethyl ester and 1-(2-methoxy-5-methyl-benzenesulfonyl)-1,2,3,4-tetrahydro-quinoline-7-carboxylic acid and yielded (2-{[1-(2-methoxy-5-methyl-benzenesulfonyl)-1,2,3,4-tetrahydro-quinoline-7-carbonyl]-amino}-thiazol-4-yl)-acetic acid ethyl ester, which was hydrolyzed to (2-{[1-... Procedure details: Dissolve [(1R,2S,3S)-3-acetylamino-2-benzyloxy-4-(3,5-difluorophenyl)-1-hydroxymethyl-butyl]-carbamic acid tert-butyl ester (0.52 g, 1.09 mmol) and 3,3-dimethyl-1-vinyloxybutane (0.15 g, 1.20 mmol) in acetonitrile (6 mL) and add N-iodosuccinimide (0.27 g, 1.20 mmol) at room temperature. Heat in oil bath at 80° C. for 2 hours 45 minutes. Cool to room temperature, dilute with ethyl acetate, wash with water or 10% aqueous sodium thiosulfate, saturated aqueous sodium chloride, concentrate and purify... Reaction SMILES: [C:1]([O:5][C:6](=[O:34])[NH:7][C@H:8]([CH2:32][OH:33])[C@@H:9]([O:24][CH2:25][C:26]1[CH:31]=[CH:30][CH:29]=[CH:28][CH:27]=1)[C@@H:10]([NH:20][C:21](=[O:23])[CH3:22])[CH2:11][C:12]1[CH:17]=[C:16]([F:18])[CH:15]=[C:14]([F:19])[CH:13]=1)([CH3:4])([CH3:3])[CH3:2].[CH3:35][C:36]([CH3:43])([CH3:42])[CH2:37][CH2:38][O:39][CH:40]=[CH2:41].[I:44]N1C(=O)CCC1=O>C(#N)C.C(OCC)(=O)C>[C:1]([O:5][C:6](=[O:34])[NH:7][C@H:8]([CH2:32][O:33][CH:40]([O:39][CH2:38][CH2:37][C:36]([CH3:43])([CH3:42])[CH3:35])[CH2:41][I:44])[C@@H:9]([O:24][CH2:25][C:26]1[CH:31]=[CH:30][CH:29]=[CH:28][CH:27]=1)[C@@H:10]([NH:20][C:21](=[O:23])[CH3:22])[CH2:11][C:12]1[CH:13]=[C:14]([F:19])[CH:15]=[C:16]([F:18])[CH:17]=1)([CH3:2])([CH3:4])[CH3:3]. Starting materials: C(C)(C)(C)OC(N[C@@H]([C@H]([C@H](CC1=CC(=CC(=C1)F)F)NC(C)=O)OCC1=CC=CC=C1)CO)=O ([(1R,2S,3S)-3-acetylamino-2-benzyloxy-4-(3,5-difluorophenyl)-1-hydroxymethyl-butyl]-carbamic acid tert-butyl ester), CC(CCOC=C)(C)C (3,3-dimethyl-1-vinyloxybutane), IN1C(CCC1=O)=O (N-iodosuccinimide). Product: C(C)(C)(C)OC(N[C@@H]([C@H]([C@H](CC1=CC(=CC(=C1)F)F)NC(C)=O)OCC1=CC=CC=C1)COC(CI)OCCC(C)(C)C)=O ({(1R,2S,3S)-3-Acetylamino-2-benzyloxy-4-(3,5-difluorophenyl)-1-[1-(3,3-dimethylbutoxy)-2-iodo-ethoxymethyl]-butyl}-carbamic acid tert-butyl ester). The solvent is C(C)(=O)OCC (ethyl acetate), C(C)#N (acetonitrile). Run at temperature 80 celsius. Yield: 69.7%. The reactants are COC(=O)CCCC(CO[Si](C)(C)C(C)(C)C)NC(=O)OC(C)(C)C, CCOC(C)=O, [H-], CI, [Na+], CN(C)C=O. Product: COC(=O)CCCC(CO[Si](C)(C)C(C)(C)C)N(C)C(=O)OC(C)(C)C. RXN SMILES: [C:1]([CH3:2])([CH3:3])([CH3:4])[O:5][C:6](=[O:7])[NH:8][CH:9]([CH2:10][CH2:11][CH2:12][C:13](=[O:14])[O:15][CH3:16])[CH2:17][O:18][Si:19]([CH3:20])([CH3:21])[C:22]([CH3:23])([CH3:24])[CH3:25].[CH3:30][CH2:31][O:32][C:33]([CH3:34])=[O:35].[H-:29].[I:26][CH3:27].[Na+:28].[O:36]=[CH:37][N:38]([CH3:39])[CH3:40]>>[C:1]([CH3:2])([CH3:3])([CH3:4])[O:5][C:6](=[O:7])[N:8]([CH:9]([CH2:10][CH2:11][CH2:12][C:13](=[O:14])[O:15][CH3:16])[CH2:17][O:18][Si:19]([CH3:20])([CH3:21])[C:22]([CH3:23])([CH3:24])[CH3:25])[CH3:30]. Reactants: CCCCP(=CC#N)(CCCC)CCCC, Cc1ccccc1, O=S(=O)(Cc1ccncc1)c1ccc(Cl)cc1, OC1CCOCC1. The product is O=S(=O)(c1ccc(Cl)cc1)C(c1ccncc1)C1CCOCC1. As a reaction SMILES: [C:25]([CH:26]=[P:27]([CH2:28][CH2:29][CH2:30][CH3:31])([CH2:32][CH2:33][CH2:34][CH3:35])[CH2:36][CH2:37][CH2:38][CH3:39])#[N:40].[CH3:41][c:42]1[cH:43][cH:44][cH:45][cH:46][cH:47]1.[Cl:1][c:2]1[cH:3][cH:4][c:5]([S:8](=[O:9])(=[O:10])[CH2:11][c:12]2[cH:13][cH:14][n:15][cH:16][cH:17]2)[cH:6][cH:7]1.[O:18]1[CH2:19][CH2:20][CH:21]([OH:24])[CH2:22][CH2:23]1>>[Cl:1][c:2]1[cH:3][cH:4][c:5]([S:8](=[O:9])(=[O:10])[CH:11]([c:12]2[cH:13][cH:14][n:15][cH:16][cH:17]2)[CH:21]2[CH2:20][CH2:19][O:18][CH2:23][CH2:22]2)[cH:6][cH:7]1. As a reaction SMILES: [CH3:18][O:19][c:20]1[cH:21][cH:22][c:23]([CH2:24][n:25]2[n:26][c:27]([NH:43][CH:44]3[CH2:45][CH2:46][N:47]([CH2:50][CH2:51][F:52])[CH2:48][CH2:49]3)[c:28]3[c:29]2[n:30][cH:31][cH:32][c:33]3[O:34][c:35]2[c:36]([F:42])[cH:37][c:38]([NH2:41])[cH:39][cH:40]2)[cH:53][cH:54]1.[F:1][c:2]1[cH:3][cH:4][c:5](-[n:8]2[n:9][cH:10][cH:11][c:12]([C:15](=[O:16])[OH:17])[c:13]2=[O:14])[cH:6][cH:7]1>>[F:1][c:2]1[cH:3][cH:4][c:5](-[n:8]2[n:9][cH:10][cH:11][c:12]([C:15](=[O:17])[NH:41][c:38]3[cH:37][c:36]([F:42])[c:35]([O:34][c:33]4[c:28]5[c:27]([NH:43][CH:44]6[CH2:45][CH2:46][N:47]([CH2:50][CH2:51][F:52])[CH2:48][CH2:49]6)[n:26][n:25]([CH2:24][c:23]6[cH:22][cH:21][c:20]([O:19][CH3:18])[cH:54][cH:53]6)[c:29]5[n:30][cH:31][cH:32]4)[cH:40][cH:39]3)[c:13]2=[O:14])[cH:6][cH:7]1. Reactants: COc1ccc(Cn2nc(NC3CCN(CCF)CC3)c3c(Oc4ccc(N)cc4F)ccnc32)cc1, O=C(O)c1ccnn(-c2ccc(F)cc2)c1=O. The product is COc1ccc(Cn2nc(NC3CCN(CCF)CC3)c3c(Oc4ccc(NC(=O)c5ccnn(-c6ccc(F)cc6)c5=O)cc4F)ccnc32)cc1.